From a dataset of the Open Reaction Database (ORD), a public repository of structured organic reaction records. describe an organic reaction: reactants, conditions, products, and yield As a reaction SMILES: [CH2:1]([c:2]1[cH:3][cH:4][cH:5][cH:6][cH:7]1)[O:8][c:9]1[cH:10][cH:11][c:12]2[c:13]([cH:19]1)[CH2:14][CH:15]([CH2:17][Br:18])[O:16]2.[CH3:20][c:21]1[cH:22][cH:23][c:24]([CH2:25][C:26]2([OH:32])[CH2:27][CH2:28][NH:29][CH2:30][CH2:31]2)[cH:33][cH:34]1.[CH3:35][c:36]1[cH:37][cH:38][cH:39][cH:40][cH:41]1>>[CH2:1]([c:2]1[cH:3][cH:4][cH:5][cH:6][cH:7]1)[O:8][c:9]1[cH:10][cH:11][c:12]2[c:13]([cH:19]1)[CH2:14][CH:15]([CH2:17][N:29]1[CH2:28][CH2:27][C:26]([CH2:25][c:24]3[cH:23][cH:22][c:21]([CH3:20])[cH:34][cH:33]3)([OH:32])[CH2:31][CH2:30]1)[O:16]2. Reactants: BrCC1Cc2cc(OCc3ccccc3)ccc2O1, Cc1ccc(CC2(O)CCNCC2)cc1, Cc1ccccc1. Product: Cc1ccc(CC2(O)CCN(CC3Cc4cc(OCc5ccccc5)ccc4O3)CC2)cc1. Starting materials: C(#N)C1=C(C=C(C(=O)Cl)C=C1)F (4-cyano-3-fluoro-benzoic acid chloride), CC1=CC=CC2=C1NC(O2)=O (4-methyl-3H-benzoxazol-2-one), [Cl-].[Cl-].[Cl-].[Al+3] (aluminium trichloride), ice water. The product is FC1=C(C#N)C=CC(=C1)C(=O)C1=CC2=C(NC(O2)=O)C(=C1)C (2-fluoro-4-(4-methyl-2-oxo-2,3-dihydro-benzoxazole-6-carbonyl)-benzonitrile). As a reaction SMILES: [C:1]([C:3]1[CH:11]=[CH:10][C:6]([C:7](Cl)=[O:8])=[CH:5][C:4]=1[F:12])#[N:2].[CH3:13][C:14]1[C:19]2[NH:20][C:21](=[O:23])[O:22][C:18]=2[CH:17]=[CH:16][CH:15]=1.[Cl-].[Cl-].[Cl-].[Al+3]>>[F:12][C:4]1[CH:5]=[C:6]([C:7]([C:16]2[CH:15]=[C:14]([CH3:13])[C:19]3[NH:20][C:21](=[O:23])[O:22][C:18]=3[CH:17]=2)=[O:8])[CH:10]=[CH:11][C:3]=1[C:1]#[N:2] |f:2.3.4.5|. Procedure: 0.73 g (4.0 mmol) 4-cyano-3-fluoro-benzoic acid chloride, 0.60 g (4.0 mmol) 4-methyl-3H-benzoxazol-2-one and 2.1 g (16 mmol) aluminium trichloride were heated to 125° C. for 1.5 h with stirring. After cooling to RT the mixture was combined with ice water. The precipitate formed was suction filtered, washed with water and dried i. vac.